Dataset: the Open Reaction Database (ORD), a public repository of structured organic reaction records. Task: describe an organic reaction: reactants, conditions, products, and yield Starting materials: CC(C)(C)c1cc(C=O)cc(C(C)(C)C)c1O, CC(=O)[O-], CC(=O)O, [Na+], O, O=C1CSC(=O)N1. Product: CC(C)(C)c1cc(C=C2SC(=O)NC2=O)cc(C(C)(C)C)c1O. As a reaction SMILES: [C:1]([CH3:2])([CH3:3])([CH3:4])[c:5]1[cH:6][c:7]([CH:8]=[O:9])[cH:10][c:11]([C:14]([CH3:15])([CH3:16])[CH3:17])[c:12]1[OH:13].[CH3:26][C:27](=[O:28])[O-:29].[CH3:30][C:31](=[O:32])[OH:33].[Na+:25].[OH2:34].[S:18]1[C:19](=[O:24])[NH:20][C:21](=[O:23])[CH2:22]1>>[C:1]([CH3:2])([CH3:3])([CH3:4])[c:5]1[cH:6][c:7]([CH:8]=[C:22]2[S:18][C:19](=[O:24])[NH:20][C:21]2=[O:23])[cH:10][c:11]([C:14]([CH3:15])([CH3:16])[CH3:17])[c:12]1[OH:13]. Reactants: CCOC(=O)c1cc(F)c(SCC)nc1Cl, COc1ccc(CN)cc1, CCO. Yields the product CCOC(=O)c1cc(F)c(SCC)nc1NCc1ccc(OC)cc1. Reaction SMILES: [CH2:1]([CH3:2])[O:3][C:4]([c:5]1[c:6]([Cl:15])[n:7][c:8]([S:12][CH2:13][CH3:14])[c:9]([F:11])[cH:10]1)=[O:16].[CH3:17][O:18][c:19]1[cH:20][cH:21][c:22]([CH2:23][NH2:24])[cH:25][cH:26]1.[CH3:27][CH2:28][OH:29]>>[CH2:1]([CH3:2])[O:3][C:4]([c:5]1[c:6]([NH:24][CH2:23][c:22]2[cH:21][cH:20][c:19]([O:18][CH3:17])[cH:26][cH:25]2)[n:7][c:8]([S:12][CH2:13][CH3:14])[c:9]([F:11])[cH:10]1)=[O:16]. The reactants are [H-].[H-].[H-].[H-].[Li+].[Al+3] (LiAlH4), C(C1=CC=CC=C1)N([C@H](CC(=O)OC(C)(C)C)C=1C=NC(=CC1)C)[C@@H](C)C1=CC=CC=C1 ((R)-tert-butyl 3-(benzyl((S)-1-phenylethyl)amino)-3-(6-methylpyridin-3-yl)propanoate). Solvent: C1CCOC1 (THF), C1CCOC1 (THF). Run at temperature 75 celsius, time 4 hour. Product: C(C1=CC=CC=C1)N([C@H](CCO)C=1C=NC(=CC1)C)[C@@H](C)C1=CC=CC=C1 ((R)-3-(benzyl((S)-1-phenylethyl)amino)-3-(6-methylpyridin-3-yl)propan-1-ol). As a reaction SMILES: [H-].[H-].[H-].[H-].[Li+].[Al+3].[CH2:7]([N:14]([C@H:31]([C:33]1[CH:38]=[CH:37][CH:36]=[CH:35][CH:34]=1)[CH3:32])[C@@H:15]([C:24]1[CH:25]=[N:26][C:27]([CH3:30])=[CH:28][CH:29]=1)[CH2:16][C:17](OC(C)(C)C)=[O:18])[C:8]1[CH:13]=[CH:12][CH:11]=[CH:10][CH:9]=1>C1COCC1>[CH2:7]([N:14]([C@H:31]([C:33]1[CH:34]=[CH:35][CH:36]=[CH:37][CH:38]=1)[CH3:32])[C@@H:15]([C:24]1[CH:25]=[N:26][C:27]([CH3:30])=[CH:28][CH:29]=1)[CH2:16][CH2:17][OH:18])[C:8]1[CH:9]=[CH:10][CH:11]=[CH:12][CH:13]=1 |f:0.1.2.3.4.5|. Reported procedure: To a solution of LiAlH4 (1.24 g, 32.79 mmol) in THF (80 mL) at 0° C., was added dropwise a solution of (R)-tert-butyl 3-(benzyl((S)-1-phenylethyl)amino)-3-(6-methylpyridin-3-yl)propanoate (4.7 g, 10.93 mmol) in THF and was heated to 75° C. After 4 h, the reaction mixture was quenched with EtOAc and filtered. The filtrate was washed with excess EtOAc and dried under high vacuum to afford a residue. Purification of the residue by column chromatography (neutral Al2O3, Et2O/Pet ether 15:85) afforded... Starting materials: O=C1C(NCN1)=O (dioxoimidazolidine), Cl (hydrochloric acid), CO.O (methanol water), [N+](=O)([O-])C=1C=C(CN2C(N(C(C2=O)=O)CC(=O)O)=C)C=CC1 (3-(3-nitrobenzyl)-2-methylidene-4,5-dioxoimidazolidine-1-acetic acid), [OH-].[K+] (potassium hydroxide). Reaction conditions: time 24 hour. Product: [N+](=O)([O-])C=1C=C(CN2C(N(C(C2=O)=C)CC(=O)O)=O)C=CC1 (3-(3-nitrobenzyl)-5-methylidene-2,4-dioxoimidazolidine-1-acetic acid). Reaction SMILES: O=C1NCNC1=O.[N+:8]([C:11]1[CH:12]=[C:13]([CH:27]=[CH:28][CH:29]=1)[CH2:14][N:15]1[C:19](=[O:20])[C:18](=O)[N:17]([CH2:22][C:23]([OH:25])=[O:24])[C:16]1=C)([O-:10])=[O:9].[OH-:30].[K+].Cl.[CH3:33]O.O>>[N+:8]([C:11]1[CH:12]=[C:13]([CH:27]=[CH:28][CH:29]=1)[CH2:14][N:15]1[C:19](=[O:20])[C:18](=[CH2:33])[N:17]([CH2:22][C:23]([OH:25])=[O:24])[C:16]1=[O:30])([O-:10])=[O:9] |f:2.3,5.6|. Procedure: The above-prepared dioxoimidazolidine product of paragraph (1) (241 mg) and 50.3 mg of potassium hydroxide were suspended in a mixed solution of methanol-water followed by vigorous stirring for 24 hours. The pH of the reaction mixture was adjusted to about 4 using 2N hydrochloric acid and the reaction mixture was concentrated and extracted with ethyl acetate several times. The combined extract was dried over sodium sulfate, concentrated, washed with chloroform and the insoluble matters were filt... Reactants: Br, Br, CC(=O)O, CS(=O)(=O)c1ccc(CC(=O)c2ccc(F)cc2)cc1. Product: CS(=O)(=O)c1ccc(C(Br)C(=O)c2ccc(F)cc2)cc1. As a reaction SMILES: [Br:22].[BrH:21].[CH3:23][C:24](=[O:25])[OH:26].[F:1][c:2]1[cH:3][cH:4][c:5]([C:8]([CH2:9][c:10]2[cH:11][cH:12][c:13]([S:16](=[O:17])(=[O:18])[CH3:19])[cH:14][cH:15]2)=[O:20])[cH:6][cH:7]1>>[F:1][c:2]1[cH:3][cH:4][c:5]([C:8]([CH:9]([c:10]2[cH:11][cH:12][c:13]([S:16](=[O:17])(=[O:18])[CH3:19])[cH:14][cH:15]2)[Br:21])=[O:20])[cH:6][cH:7]1. Reactants: O (water), O.[OH-].[Li+] (lithium hydroxide monohydrate), Formula 6, C(=O)(O)C1=C2C(OCC2=C(C(=C1C/C=C(/CCC(=O)OC)\C)OC)C)=O (methyl (E)-6-(4-carboxy-1,3-dihydro-6-methoxy-7-methyl-3-oxoisobenzofuran-5-yl)-4-methyl-4-hexenoate), Formula 5, N(=C=O)C1=C2C(OCC2=C(C(=C1C/C=C(/CCC(=O)OC)\C)OC)C)=O (methyl E-6-(1,3-dihydro-4-isocyanato-6-methoxy-7-methyl-3-oxoisobenzofuran-5-yl)-4-methyl-4-hexenoate), 4-isocyanate. The solvent is C(C)(=O)O (acetic acid), C(C)(=O)OCC (ethyl acetate), O1CCOCC1 (1,4-dioxane). Run at time 2 hour. Yields the product NC1=C2C(OCC2=C(C(=C1C/C=C(/CCC(=O)O)\C)OC)C)=O ((E)-6-(4-amino-1,3-dihydro-6-methoxy-7-methyl-3-oxoisobenzofuran-5-yl)-4-methyl-4-hexenoic acid). Reaction SMILES: C(C1C(C/C=C(\C)/CCC(OC)=O)=C(OC)C(C)=C2C=1C(=O)OC2)(O)=O.[N:27]([C:30]1[C:38]([CH2:39]/[CH:40]=[C:41](\[CH3:48])/[CH2:42][CH2:43][C:44]([O:46]C)=[O:45])=[C:37]([O:49][CH3:50])[C:36]([CH3:51])=[C:35]2[C:31]=1[C:32](=[O:52])[O:33][CH2:34]2)=C=O.O.O.[OH-].[Li+]>O1CCOCC1.C(O)(=O)C.C(OCC)(=O)C>[NH2:27][C:30]1[C:38]([CH2:39]/[CH:40]=[C:41](\[CH3:48])/[CH2:42][CH2:43][C:44]([OH:46])=[O:45])=[C:37]([O:49][CH3:50])[C:36]([CH3:51])=[C:35]2[C:31]=1[C:32](=[O:52])[O:33][CH2:34]2 |f:3.4.5|. Procedure: 2.0 g (5.5 mmol) of methyl (E)-6-(4-carboxy-1,3-dihydro-6-methoxy-7-methyl-3-oxoisobenzofuran-5-yl)-4-methyl-4-hexenoate, a compound of Formula 5, was converted to crude methyl E-6-(1,3-dihydro-4-isocyanato-6-methoxy-7-methyl-3-oxoisobenzofuran-5-yl)-4-methyl-4-hexenoate, a compound of Formula 6, as described in Preparation 6 above without purification. The resulting 4-isocyanate was redissolved in 50 ml of 1,4-dioxane and treated with 16 ml of water and 2.0 g (47.7 mmol) of lithium hydroxide mo... Starting materials: BrC=1C(=NN(C1CC1CCOCC1)CCOC)C#N (4-bromo-1-(2-methoxyethyl)-5-(tetrahydro-2H-pyran-4-ylmethyl)-1H-pyrazole-3-carbonitrile), Cl (Hydrochloric acid), C(C)(C)(C)OC(=O)NC1=NC=CC=C1B(O)O (2-tert-butoxycarbonylamino-3-pyridylboronic acid), C([O-])([O-])=O.[K+].[K+] (Potassium carbonate). The reagents and catalysts are Cl[Pd]([P](C1=CC=CC=C1)(C2=CC=CC=C2)C3=CC=CC=C3)([P](C4=CC=CC=C4)(C5=CC=CC=C5)C6=CC=CC=C6)Cl (dichlorobis(triphenylphosphine)palladium(II)). Solvent: COCCOC (DME). Conditions: temperature 80 celsius. The product is COCCN1N=C2C(=NC=3N=CC=CC3C2=C1CC1CCOCC1)N (2-(2-methoxyethyl)-1-(tetrahydro-2H-pyran-4-ylmethyl)-2H-pyrazolo[3,4-c][1,8]naphthyridin-4-amine). The yield is 7.1%. Reaction SMILES: Cl.C(OC([NH:9][C:10]1[C:15](B(O)O)=[CH:14][CH:13]=[CH:12][N:11]=1)=O)(C)(C)C.C(=O)([O-])[O-].[K+].[K+].Br[C:26]1[C:27]([C:42]#[N:43])=[N:28][N:29]([CH2:38][CH2:39][O:40][CH3:41])[C:30]=1[CH2:31][CH:32]1[CH2:37][CH2:36][O:35][CH2:34][CH2:33]1>Cl[Pd](Cl)([P](C1C=CC=CC=1)(C1C=CC=CC=1)C1C=CC=CC=1)[P](C1C=CC=CC=1)(C1C=CC=CC=1)C1C=CC=CC=1.COCCOC>[CH3:41][O:40][CH2:39][CH2:38][N:29]1[C:30]([CH2:31][CH:32]2[CH2:37][CH2:36][O:35][CH2:34][CH2:33]2)=[C:26]2[C:27]([C:42]([NH2:43])=[N:9][C:10]3[N:11]=[CH:12][CH:13]=[CH:14][C:15]=32)=[N:28]1 |f:2.3.4,^1:46,65|. Reported procedure: Hydrochloric acid (10 mL of 1M) was added to a solution of 2-tert-butoxycarbonylamino-3-pyridylboronic acid (2.59 g, 10.9 mmol), and the resulting mixture was heated at 80° C. for 45 minutes and allowed to cool to room temperature. Potassium carbonate (3.60 g, 26.0 mmol) was added with stirring, and then DME (20 mL), 4-bromo-1-(2-methoxyethyl)-5-(tetrahydro-2H-pyran-4-ylmethyl)-1H-pyrazole-3-carbonitrile (1.75 g, 5.33 mmol), and dichlorobis(triphenylphosphine)palladium(II) (190 mg, 0.27 mmol) we... The reactants are BrC=1C=C2N=CC(=NC2=CC1)Cl (6-Bromo-2-chloro-quinoxaline), ClC=1C=C(CN)C=CC1 (3-chloro benzyl amine), O (water). The solvent is CS(=O)C (DMSO). Run at time 8 hour. Product: BrC=1C=C2N=CC(=NC2=CC1)NCC1=CC(=CC=C1)Cl ((6-Bromo-quinoxalin-2-yl)-(3-chloro-benzyl)-amine). RXN SMILES: [Br:1][C:2]1[CH:3]=[C:4]2[C:9](=[CH:10][CH:11]=1)[N:8]=[C:7](Cl)[CH:6]=[N:5]2.[Cl:13][C:14]1[CH:15]=[C:16]([CH:19]=[CH:20][CH:21]=1)[CH2:17][NH2:18].O>CS(C)=O>[Br:1][C:2]1[CH:3]=[C:4]2[C:9](=[CH:10][CH:11]=1)[N:8]=[C:7]([NH:18][CH2:17][C:16]1[CH:19]=[CH:20][CH:21]=[C:14]([Cl:13])[CH:15]=1)[CH:6]=[N:5]2. Procedure details: To a solution of 6-Bromo-2-chloro-quinoxaline (0.3 g, 1 eq., 1.23 mmol) in DMSO (9 mL), was added 3-chloro benzyl amine (0.87 g, 5 eq., 6.2 mmol) at room temperature. The reaction mixture was stirred at room temperature overnight. After completion of the reaction, water (60 mL) was added and the reaction mixture was extracted with ethyl acetate (30 mL×3). The organic layer was washed with water (60 mL) and brine (60 mL), then dried over Na2SO4. The organic layer was concentrated under vacuum to ... The reactants are COC=1C=C(C=O)C=CC1OC (3,4-dimethoxy benzaldehyde), C(#N)CC(=O)OCC (ethyl cyanoacetate), N1CCCCC1 (piperidine), C(C)(=O)O (acetic acid). The solvent is C1=CC=CC=C1 (benzene). Reaction conditions: temperature 125 celsius. The product is C(C=C)(=O)OC(CC1=CC(=C(C=C1)OC)OC)C#N (α-cyano-β-(3,4-dimethoxyphenyl)-ethyl acrylate). RXN SMILES: [CH3:1][O:2][C:3]1[CH:4]=[C:5]([CH:8]=[CH:9][C:10]=1[O:11][CH3:12])[CH:6]=O.[C:13]([CH2:15][C:16]([O:18][CH2:19][CH3:20])=[O:17])#N.[NH:21]1CCCCC1.C(O)(=O)C>C1C=CC=CC=1>[C:16]([O:18][CH:19]([C:20]#[N:21])[CH2:6][C:5]1[CH:8]=[CH:9][C:10]([O:11][CH3:12])=[C:3]([O:2][CH3:1])[CH:4]=1)(=[O:17])[CH:15]=[CH2:13]. Procedure details: Add 3,4-dimethoxy benzaldehyde 26 g (0.16 mol), ethyl cyanoacetate 18 g (0.16 mol), piperidine 0.8 ml, acetic acid 2.4 g, and benzene 60 ml into 250 ml eggplant-shaped flask, increase temperature to 120-130° C. for intensive reflux, separate water with water separator, react for 12 h. Vacuum evaporate to remove benzene, pour ice water into the reaction solution to precipitate yellow solid, filter and dry to obtain pale yellow crystal VIII-b-2 41 g, with yield almost reaching theoretical value an... Starting materials: N1(C=NC2=C1C=CC=C2)C2=CC=C(C(=O)OC)C=C2 (methyl 4-(benzimidazol-1-yl)benzoate), CC1=C(C=CC(=C1)C)N1CCNCC1 (1-(2,4-dimethylphenyl)piperazine). Yields the product N1(C=NC2=C1C=CC=C2)C2=CC=C(C=C2)C(=O)N2CCN(CC2)C2=C(C=C(C=C2)C)C ([4-(benzimidazol-1-yl)phenyl][4-(2,4-dimethylphenyl)piperazin-1-yl]methanone). The yield is 55.6%. As a reaction SMILES: [N:1]1([C:10]2[CH:19]=[CH:18][C:13]([C:14]([O:16]C)=O)=[CH:12][CH:11]=2)[C:5]2[CH:6]=[CH:7][CH:8]=[CH:9][C:4]=2[N:3]=[CH:2]1.[CH3:20][C:21]1[CH:26]=[C:25]([CH3:27])[CH:24]=[CH:23][C:22]=1[N:28]1[CH2:33][CH2:32][NH:31][CH2:30][CH2:29]1>>[N:1]1([C:10]2[CH:11]=[CH:12][C:13]([C:14]([N:31]3[CH2:32][CH2:33][N:28]([C:22]4[CH:23]=[CH:24][C:25]([CH3:27])=[CH:26][C:21]=4[CH3:20])[CH2:29][CH2:30]3)=[O:16])=[CH:18][CH:19]=2)[C:5]2[CH:6]=[CH:7][CH:8]=[CH:9][C:4]=2[N:3]=[CH:2]1. Reported procedure: Using methyl 4-(benzimidazol-1-yl)benzoate (126 mg) and 1-(2,4-dimethylphenyl)piperazine (95 mg) and by the reaction and treatment in the same manner as in Example 109, the title compound (114 mg) was obtained.